Dataset: the Open Reaction Database (ORD), a public repository of structured organic reaction records. Task: describe an organic reaction: reactants, conditions, products, and yield Reactants: Cl (hydrochloric acid), [H-].[Na+] (sodium hydride), ClC1=NC=C(C=C1Cl)C(F)(F)F (2,3-dichloro-5-(trifluoromethyl)pyridine), C(C)(=O)C1=CC=CC=C1 (acetophenone). The solvent is C(OC)COC (dimethoxyethane). Run at time 45 minute. The product is ClC=1C=C(C=C(C1)C1=NC=CC=C1C(F)(F)F)C(C)=O (3-chloro-5-(trifluoromethyl -2-pyridinyl]-1-phenylethanone). RXN SMILES: [H-].[Na+].[C:3]([C:6]1[CH:11]=[CH:10][CH:9]=[CH:8][CH:7]=1)(=[O:5])[CH3:4].Cl[C:13]1[C:18](Cl)=[CH:17][C:16]([C:20]([F:23])([F:22])[F:21])=[CH:15][N:14]=1.[ClH:24]>C(COC)OC>[Cl:24][C:8]1[CH:7]=[C:6]([C:3](=[O:5])[CH3:4])[CH:11]=[C:10]([C:15]2[C:16]([C:20]([F:22])([F:21])[F:23])=[CH:17][CH:18]=[CH:13][N:14]=2)[CH:9]=1 |f:0.1|. Reported procedure: To a suspension of 2.6 g (0.065 mol) of sodium hydride 60% in dimethoxyethane at room temperature is added 3.4 mL (0.029 mol) of acetophenone. After 45 min., 5.55 mL (0.038 mol) of 2,3-dichloro-5-(trifluoromethyl)pyridine is added. After 25 min., the reaction mixture is poured over 100 mL of hydrochloric acid 1N, extracted twice with 100 mL of ethyl acetate. Reactants: Na, NC1=C(C(=O)N)C=CC=C1 (2-aminobenzamide), C(C1=CC=CC=C1)Cl (benzyl chloride). Solvent: O (water). Yields the product C(C1=CC=CC=C1)NC1=C(C(=O)N)C=CC=C1 (o-Benzylaminobenzamide). RXN SMILES: [NH2:1][C:2]1[CH:10]=[CH:9][CH:8]=[CH:7][C:3]=1[C:4]([NH2:6])=[O:5].[CH2:11](Cl)[C:12]1[CH:17]=[CH:16][CH:15]=[CH:14][CH:13]=1>O>[CH2:11]([NH:1][C:2]1[CH:10]=[CH:9][CH:8]=[CH:7][C:3]=1[C:4]([NH2:6])=[O:5])[C:12]1[CH:17]=[CH:16][CH:15]=[CH:14][CH:13]=1. Reported procedure: To a hot solution of 20 g Na OHin 1250 ml water was added 68 g 2-aminobenzamide followed by 58 ml benzyl chloride. The mixture was refluxed 20 minutes, cooled and the solid filtered and washed with water. The product was recrystallized from 95% alcohol to give 62 g, m.169-73°. Product: C1(=CC=CC=C1)C(CCC1=CC=CC=C1)C=1N=CNC1 (4-(1,3-diphenylpropyl)-1H-imidazole). Procedure: 1-benzyl-5-(1,3-diphenylpropyl)-1H-imidazole is hydrogenated in the mixture of 2N hydrochloric acid and ethanol at 60° C. 10% Pd/C as catalyst. The product is isolated as in Example 7 b) and is purified by flash chromatography methylene chloride-methanol (9,5:0,5) as eluent. Yield 73%. Starting materials: C(C1=CC=CC=C1)N1C=NC=C1C(CCC1=CC=CC=C1)C1=CC=CC=C1 (1-benzyl-5-(1,3-diphenylpropyl)-1H-imidazole), Cl (hydrochloric acid). Yield: 73.0%. Reaction SMILES: C([N:8]1[C:12]([CH:13]([C:22]2[CH:27]=[CH:26][CH:25]=[CH:24][CH:23]=2)[CH2:14][CH2:15][C:16]2[CH:21]=[CH:20][CH:19]=[CH:18][CH:17]=2)=[CH:11][N:10]=[CH:9]1)C1C=CC=CC=1.Cl>[Pd].C(O)C>[C:22]1([CH:13]([C:12]2[N:8]=[CH:9][NH:10][CH:11]=2)[CH2:14][CH2:15][C:16]2[CH:17]=[CH:18][CH:19]=[CH:20][CH:21]=2)[CH:23]=[CH:24][CH:25]=[CH:26][CH:27]=1. The reagents and catalysts are [Pd] (Pd/C). Run in C(C)O (ethanol). Reaction conditions: temperature 80 celsius. The solvent is O (water). The product is C(C)OC(=O)CCCOC=1C(=CC=2C(CCC(C2C1)(C)C)(C)C)[Se]C1=NC=C(C(=O)OCC)C=C1 (Ethyl 6-[3-(3-ethoxycarbonylpropoxy)-5,5,8,8-tetramethyl-5,6,7,8-tetrahydro-2-naphthylselanyl]-nicotinate). Procedure details: 432 mg (102.0 mmol) of ethyl 6-(3-hydroxy-5,5,8,8-tetramethyl-5,6,7,8-tetrahydro 2-naphthylselanyl)nicotinate, 276 mg (2 mmol) of potassium carbonate and 390 mg (2 mmol) of ethyl 4-bromobutanoate are introduced into a three-necked flask. The mixture is heated at 80° C. for 12 h. The reaction medium is poured into water and extracted with ethyl ether, and the organic phase is separated out by settling, washed with water, dried over magnesium sulphate and evaporated. After purification by flash ch... Reaction SMILES: [OH:1][C:2]1[C:3]([Se:16][C:17]2[CH:27]=[CH:26][C:20]([C:21]([O:23][CH2:24][CH3:25])=[O:22])=[CH:19][N:18]=2)=[CH:4][C:5]2[C:6]([CH3:15])([CH3:14])[CH2:7][CH2:8][C:9]([CH3:13])([CH3:12])[C:10]=2[CH:11]=1.C(=O)([O-])[O-].[K+].[K+].Br[CH2:35][CH2:36][CH2:37][C:38]([O:40][CH2:41][CH3:42])=[O:39]>O>[CH2:41]([O:40][C:38]([CH2:37][CH2:36][CH2:35][O:1][C:2]1[C:3]([Se:16][C:17]2[CH:27]=[CH:26][C:20]([C:21]([O:23][CH2:24][CH3:25])=[O:22])=[CH:19][N:18]=2)=[CH:4][C:5]2[C:6]([CH3:14])([CH3:15])[CH2:7][CH2:8][C:9]([CH3:13])([CH3:12])[C:10]=2[CH:11]=1)=[O:39])[CH3:42] |f:1.2.3|. Starting materials: OC=1C(=CC=2C(CCC(C2C1)(C)C)(C)C)[Se]C1=NC=C(C(=O)OCC)C=C1 (ethyl 6-(3-hydroxy-5,5,8,8-tetramethyl-5,6,7,8-tetrahydro 2-naphthylselanyl)nicotinate), C([O-])([O-])=O.[K+].[K+] (potassium carbonate), BrCCCC(=O)OCC (ethyl 4-bromobutanoate).